This data is from the Open Reaction Database (ORD), a public repository of structured organic reaction records. The task is: describe an organic reaction: reactants, conditions, products, and yield Reactants: C(C)OC(=O)C1=NC(=CC(=C1)OCCCNC(=O)OC(C)(C)C)C(=O)OCC (4-(3-tert-butoxycarbonylamino-propoxy)-pyridine-2,6-dicarboxylic acid diethyl ester), [BH4-].[Na+] (sodium borohydride), [Cl-].[Ca+2].[Cl-] (calcium chloride), [H][H] (hydrogen). Run in C(C)O (ethanol). Conditions: time 4 hour. Product: C(C)(C)(C)OC(=O)NCCCOC1=CC(=NC(=C1)CO)CO (4-(3-tert-butoxycarbonylamino-propoxy)-2,6-bis-(hydroxymethyl)pyridine). Isolated yield 67.7%. Reaction SMILES: C([O:3][C:4]([C:6]1[CH:11]=[C:10]([O:12][CH2:13][CH2:14][CH2:15][NH:16][C:17]([O:19][C:20]([CH3:23])([CH3:22])[CH3:21])=[O:18])[CH:9]=[C:8]([C:24](OCC)=[O:25])[N:7]=1)=O)C.[BH4-].[Na+].[Cl-].[Ca+2].[Cl-].[H][H]>C(O)C>[C:20]([O:19][C:17]([NH:16][CH2:15][CH2:14][CH2:13][O:12][C:10]1[CH:9]=[C:8]([CH2:24][OH:25])[N:7]=[C:6]([CH2:4][OH:3])[CH:11]=1)=[O:18])([CH3:23])([CH3:21])[CH3:22] |f:1.2,3.4.5|. Reported procedure: To a solution of 4-(3-tert-butoxycarbonylamino-propoxy)-pyridine-2,6-dicarboxylic acid diethyl ester (150 mg) in absolute ethanol (5 mL) was added sodium borohydride (43 mg) and calcium chloride (128 mg). After stirring for 4 h, hydrogen evolution ceased, and reaction was quenched with water. Solvent was evaporated under reduced pressure. The residue was then washed into separatory funnel using dichloromethane and water. The layers were separated, and the aqueous layer was extracted three times ... Starting materials: CCOC(=O)C(=O)c1cn(Cc2ccccc2)c2cc(-c3cccc(Cl)c3)ccc12, C1CCOC1, [K+], [OH-], O. Yields the product O=C(O)C(=O)c1cn(Cc2ccccc2)c2cc(-c3cccc(Cl)c3)ccc12. As a reaction SMILES: [CH2:1]([c:2]1[cH:3][cH:4][cH:5][cH:6][cH:7]1)[n:8]1[cH:9][c:10]([C:24]([C:25](=[O:26])[O:27][CH2:28][CH3:29])=[O:30])[c:11]2[cH:12][cH:13][c:14](-[c:17]3[cH:18][c:19]([Cl:23])[cH:20][cH:21][cH:22]3)[cH:15][c:16]12.[CH2:33]1[O:34][CH2:35][CH2:36][CH2:37]1.[K+:32].[OH-:31].[OH2:38]>>[CH2:1]([c:2]1[cH:3][cH:4][cH:5][cH:6][cH:7]1)[n:8]1[cH:9][c:10]([C:24]([C:25](=[O:26])[OH:27])=[O:30])[c:11]2[cH:12][cH:13][c:14](-[c:17]3[cH:18][c:19]([Cl:23])[cH:20][cH:21][cH:22]3)[cH:15][c:16]12. Starting materials: CC(C)(CCCCC)O (2-methylheptan-2-ol), C=NCC#N (methyleneaminoacetonitrile), FC(C(=O)O)(F)F (trifluoroacetic acid), hydrogen fumarate salt, O (water). Reaction conditions: temperature 10 celsius, time 2 hour. The product is C(\C=C\C(=O)O)(=O)O.NCC(=O)NC(CCCCC)(C)C (2-Amino-N-(1,1-dimethylhexyl)acetamide hydrogen fumarate). RXN SMILES: [CH3:1][C:2]([OH:9])([CH2:4][CH2:5][CH2:6][CH2:7][CH3:8])[CH3:3].C=[N:11][CH2:12][C:13]#[N:14].[OH2:15].F[C:17](F)(F)[C:18]([OH:20])=[O:19]>>[C:18]([OH:20])(=[O:19])/[CH:17]=[CH:4]/[C:2]([OH:9])=[O:15].[NH2:11][CH2:12][C:13]([NH:14][C:2]([CH3:3])([CH3:1])[CH2:4][CH2:5][CH2:6][CH2:7][CH3:8])=[O:19] |f:4.5|. Procedure: To a solution of 2-methylheptan-2-ol (6.50 g.; 0.05 mole) in trifluoroacetic acid (20 ml) at -5° C. was added powdered methyleneaminoacetonitrile (3.40 g.; 0.05 mole) over 10 minutes. The slurry was allowed to warm to 10° C. and stirred until homogeneous (2 hours). After an additional 2 hours at 10° C., the reaction mixture was poured into water (100 ml) and the neutral material extracted with ether. The acid solution was basified with ammonia (pH 9-10) and the liberated base extracted into ethe... The reactants are Cc1cc2ncc(Br)cn2n1, C#Cc1ccc(Cl)cc1. Product: Cc1cc2ncc(C#Cc3ccc(Cl)cc3)cn2n1. RXN SMILES: [Br:1][c:2]1[cH:3][n:4][c:5]2[n:6]([cH:7]1)[n:8][c:9]([CH3:11])[cH:10]2.[Cl:12][c:13]1[cH:14][cH:15][c:16]([C:19]#[CH:20])[cH:17][cH:18]1>>[c:2]1([C:20]#[C:19][c:16]2[cH:15][cH:14][c:13]([Cl:12])[cH:18][cH:17]2)[cH:3][n:4][c:5]2[n:6]([cH:7]1)[n:8][c:9]([CH3:11])[cH:10]2.